describe an organic reaction: reactants, conditions, products, and yield From a dataset of the Open Reaction Database (ORD), a public repository of structured organic reaction records. The reactants are ClCCl, C=CC(C)OCCCCCCCCCCCCCCCC, O=C(OO)c1cccc(Cl)c1. Yields the product CCCCCCCCCCCCCCCCOC(C)C1CO1. RXN SMILES: [CH2:33]([Cl:34])[Cl:35].[CH3:1][CH:2]([CH:3]=[CH2:4])[O:5][CH2:6][CH2:7][CH2:8][CH2:9][CH2:10][CH2:11][CH2:12][CH2:13][CH2:14][CH2:15][CH2:16][CH2:17][CH2:18][CH2:19][CH2:20][CH3:21].[Cl:22][c:23]1[cH:24][cH:25][cH:26][c:27]([C:28]([O:29][OH:31])=[O:30])[cH:32]1>>[CH3:1][CH:2]([CH:3]1[CH2:4][O:30]1)[O:5][CH2:6][CH2:7][CH2:8][CH2:9][CH2:10][CH2:11][CH2:12][CH2:13][CH2:14][CH2:15][CH2:16][CH2:17][CH2:18][CH2:19][CH2:20][CH3:21]. Starting materials: O=C1c2ccccc2C(=O)N1CCCBr, CCCCCCCCC=CCCCCCCCCNCCCN1CCN(CCCNCCCCCCCCC=CCCCCCCCC)CC1, CCN(C(C)C)C(C)C, CN(C)C=O. Product: NC(=O)c1ccccc1C(N)=O. As a reaction SMILES: [Br:51][CH2:52][CH2:53][CH2:54][N:55]1[C:56](=[O:65])[c:57]2[c:58]([cH:61][cH:62][cH:63][cH:64]2)[C:59]1=[O:60].[CH2:1]([NH:19][CH2:2][CH2:3][CH2:4][N:5]1[CH2:6][CH2:7][N:8]([CH2:9][CH2:10][CH2:11][NH:12][CH2:13][CH2:14][CH2:15][CH2:16][CH2:17][CH2:18][CH2:20][CH2:21][CH:22]=[CH:23][CH2:24][CH2:25][CH2:26][CH2:27][CH2:28][CH2:29][CH2:30][CH3:31])[CH2:32][CH2:33]1)[CH2:34][CH2:35][CH2:36][CH2:37][CH2:38][CH2:39][CH2:40][CH:41]=[CH:42][CH2:43][CH2:44][CH2:45][CH2:46][CH2:47][CH2:48][CH2:49][CH3:50].[CH:66]([N:67]([CH:68]([CH3:69])[CH3:70])[CH2:71][CH3:72])([CH3:73])[CH3:74].[O:75]=[CH:76][N:77]([CH3:78])[CH3:79]>>[NH2:19][C:56]([c:57]1[c:58]([C:59]([NH2:55])=[O:60])[cH:61][cH:62][cH:63][cH:64]1)=[O:65]. Reactants: [H-].[Na+] (Sodium hydride), N1C=NC=C1 (Imidazole), BrCCCCCCCCBr (1,8-dibromooctane). Reaction conditions: temperature 40 celsius. Product: C(CCCCCCCN1C=NC=C1)N1C=NC=C1 (1,1′-(1,8-octanediyl)bis-imidazole). RXN SMILES: [H-].[Na+].[NH:3]1[CH:7]=[CH:6][N:5]=[CH:4]1.Br[CH2:9][CH2:10][CH2:11][CH2:12][CH2:13][CH2:14][CH2:15][CH2:16]Br>>[CH2:9]([N:3]1[CH:7]=[CH:6][N:5]=[CH:4]1)[CH2:10][CH2:11][CH2:12][CH2:13][CH2:14][CH2:15][CH2:16][N:3]1[CH:7]=[CH:6][N:5]=[CH:4]1 |f:0.1|. Reported procedure: Sodium hydride (11.0 g of 60 wt % dispersion in mineral oil, 276 mmol) was added to a 500-mL, 3-neck round bottom flask equipped with stir bar and reflux condenser under argon purge. Anhydrous tetrahydrofuran (300 mL) was vacuum-transferred into the reaction vessel. Imidazole (15.0 g, 221 mmol) was added to the stirred slurry. The reaction was heated to 40° C. and held there until H2 gas evolution had visibly ceased. After this time, 1,8-dibromooctane (20.4 mL, 111 mmol) was injected into the re...